This data is from the Open Reaction Database (ORD), a public repository of structured organic reaction records. The task is: describe an organic reaction: reactants, conditions, products, and yield Starting materials: aqueous solution, [OH-].[Na+] (sodium hydroxide), O1C(CCCC1)OCC[C@H]1[C@H]2C([C@@H](C[C@H]1N=[N+]=[N-])C2)(C)C ((1S,2S,3R,5R)-2-[2-(Tetrahydropyran-2-yloxy)ethyl]-3-azido-6,6-dimethylbicyclo[3.1.1]heptane), [H-].[Al+3].[Li+].[H-].[H-].[H-] (lithium aluminium hydride), ice. Run in CCOCC (ether). Yields the product NC1CC2C(C(C1)C2)(C)C (3-amino-6,6-dimethylbicyclo[3.1.1]heptane). Isolated yield 184.4%. As a reaction SMILES: O1CCCCC1OCC[C@@H:10]1[C@H:15]([N:16]=[N+]=[N-])[CH2:14][C@H:13]2[CH2:19][C@@H:11]1[C:12]2([CH3:21])[CH3:20].[H-].[Al+3].[Li+].[H-].[H-].[H-].[OH-].[Na+]>CCOCC>[NH2:16][CH:15]1[CH2:10][CH:11]2[CH2:19][CH:13]([C:12]2([CH3:21])[CH3:20])[CH2:14]1 |f:1.2.3.4.5.6,7.8|. Procedure details: To a solution of 8.64 g of the above-mentioned azide compound 15 in 300 ml of ether is portionwise added 1.2 g of lithium aluminium hydride and the mixture is refluxed under heating for 1 hour. To the reaction mixture is added 10 g of ice and then added 300 ml of 10% aqueous solution of sodium hydroxide. The resulting mixture is shaken well and then the ether layer is collected. The aqueous layer is extracted with ether again. The combined layers are washed with water, dried over sodium sulfate,... The reactants are C(C)(=O)NC1=CC=C(C=C1)CCCCO (4-(acetylamino)benzenebutanol), S(=O)(=O)(C1=CC=C(C)C=C1)Cl (tosyl chloride), ice water. Solvent: N1=CC=CC=C1 (pyridine). Run at time 15 minute. Product: CC1=CC=C(C=C1)S(=O)(=O)OCCCCC1=CC=C(C=C1)NC(C)=O (4-Methylbenzenesulfonic acid, 4-[4-(acetylamino)phenyl]butyl ester). As a reaction SMILES: [C:1]([NH:4][C:5]1[CH:10]=[CH:9][C:8]([CH2:11][CH2:12][CH2:13][CH2:14][OH:15])=[CH:7][CH:6]=1)(=[O:3])[CH3:2].[S:16](Cl)([C:19]1[CH:25]=[CH:24][C:22]([CH3:23])=[CH:21][CH:20]=1)(=[O:18])=[O:17]>N1C=CC=CC=1>[CH3:23][C:22]1[CH:24]=[CH:25][C:19]([S:16]([O:15][CH2:14][CH2:13][CH2:12][CH2:11][C:8]2[CH:9]=[CH:10][C:5]([NH:4][C:1](=[O:3])[CH3:2])=[CH:6][CH:7]=2)(=[O:18])=[O:17])=[CH:20][CH:21]=1. Procedure details: To a 0° C. solution of 4.5 g (0.022 mole) 4-(acetylamino)benzenebutanol in 25 ml pyridine, add 8.3 g (0.044 mole) tosyl chloride and chill in the refrigerator overnight. Follow the progress of the reaction by thin-layer chromatography on silica gel (acetonitrile: ammonium hydroxide, 90:10). At the completion of the reaction, pour the reaction mixture onto 500 ml ice water and stir for 15 minutes. Extract the aqueous mixture with 3×300 ml ether. Wash the combined organic layers with 1N hydrochlor... Starting materials: CCCCCOCc1ccc(C(=O)Cl)cc1, Cc1ccccc1, N#Cc1c(F)cc(O)cc1F, c1ccncc1. The product is CCCCCOCc1ccc(C(=O)Oc2cc(F)c(C#N)c(F)c2)cc1. Reaction SMILES: [CH2:18]([CH2:19][CH2:20][CH2:21][CH3:22])[O:23][CH2:24][c:25]1[cH:26][cH:27][c:28]([C:29](=[O:30])[Cl:31])[cH:32][cH:33]1.[CH3:34][c:35]1[cH:36][cH:37][cH:38][cH:39][cH:40]1.[F:1][c:2]1[c:3]([C:4]#[N:5])[c:6]([F:11])[cH:7][c:8]([OH:10])[cH:9]1.[cH:12]1[cH:13][cH:14][n:15][cH:16][cH:17]1>>[F:1][c:2]1[c:3]([C:4]#[N:5])[c:6]([F:11])[cH:7][c:8]([O:10][C:29]([c:28]2[cH:27][cH:26][c:25]([CH2:24][O:23][CH2:18][CH2:19][CH2:20][CH2:21][CH3:22])[cH:33][cH:32]2)=[O:30])[cH:9]1. Reactants: [Cr](=O)(=O)([O-])Cl.[NH+]1=CC=CC=C1 (pyridinium chlorochromate), C(CCCCCCCCCCCCCCC)O (hexadecanol). The solvent is CCOCC (ether), ClCCl (dichloromethane), ClCCl (dichloromethane). Conditions: time 2 hour. Yields the product C(CCCCCCCCCCCCCCC)=O (Hexadecanal). As a reaction SMILES: [Cr](Cl)([O-])(=O)=O.[NH+]1C=CC=CC=1.[CH2:12]([OH:28])[CH2:13][CH2:14][CH2:15][CH2:16][CH2:17][CH2:18][CH2:19][CH2:20][CH2:21][CH2:22][CH2:23][CH2:24][CH2:25][CH2:26][CH3:27]>ClCCl.CCOCC>[CH:12](=[O:28])[CH2:13][CH2:14][CH2:15][CH2:16][CH2:17][CH2:18][CH2:19][CH2:20][CH2:21][CH2:22][CH2:23][CH2:24][CH2:25][CH2:26][CH3:27] |f:0.1|. Procedure: 21.5 g (100 mmol) of pyridinium chlorochromate are suspended in 200 ml of anhydrous dichloromethane. 16 g (66 mmol) of hexadecanol in 50 ml of anhydrous dichloromethane are added dropwise. After 2 hours, the mixture is diluted with 300 ml of anhydrous ether, and the solution is decanted off from the black residue. The residue is washed three times with about 50 ml of anhydrous ether. The organic phases are combined and the ether is evaporated off to dryness. The residue is chromatographed on sil... Reaction SMILES: [CH2:1]([CH3:2])[c:3]1[cH:4][nH:5][c:6]2[cH:7][c:8]([C:12](=[O:13])[O:14][CH3:15])[cH:9][cH:10][c:11]12.[Cl:21][CH2:22][Cl:23].[S:16]([Cl:17])(=[O:18])([Cl:19])=[O:20]>>[CH2:1]([CH3:2])[c:3]1[c:4]([Cl:19])[nH:5][c:6]2[cH:7][c:8]([C:12](=[O:13])[O:14][CH3:15])[cH:9][cH:10][c:11]12. Yields the product CCc1c(Cl)[nH]c2cc(C(=O)OC)ccc12. The reactants are CCc1c[nH]c2cc(C(=O)OC)ccc12, ClCCl, O=S(=O)(Cl)Cl. Starting materials: [Br-].C1=C(C=CC2=CC=CC=C12)C(C)[P+](C1=CC=CC=C1)(C1=CC=CC=C1)C1=CC=CC=C1 (1-(2-naphthyl)ethyltriphenylphosphonium bromide), [Li]CCCC (n-BuLi), CC(C=O)CCCCCCCCC (2-methylundecanal). Run at temperature 25 celsius, time 3 hour. Yields the product CC(C=C(C)C1=CC2=CC=CC=C2C=C1)CCCCCCCCC (2-(4-Methyltridec-2-en-2-yl)naphthalene). Yield: 22.6%. RXN SMILES: [Br-].[CH:2]1[C:11]2[C:6](=[CH:7][CH:8]=[CH:9][CH:10]=2)[CH:5]=[CH:4][C:3]=1[CH:12]([P+](C1C=CC=CC=1)(C1C=CC=CC=1)C1C=CC=CC=1)[CH3:13].[Li]CCCC.[CH3:38][CH:39]([CH2:42][CH2:43][CH2:44][CH2:45][CH2:46][CH2:47][CH2:48][CH2:49][CH3:50])[CH:40]=O>>[CH3:40][CH:39]([CH2:42][CH2:43][CH2:44][CH2:45][CH2:46][CH2:47][CH2:48][CH2:49][CH3:50])[CH:38]=[C:12]([C:3]1[CH:4]=[CH:5][C:6]2[C:11](=[CH:10][CH:9]=[CH:8][CH:7]=2)[CH:2]=1)[CH3:13] |f:0.1|. Reported procedure: Starting from (1-(2-naphthyl)ethyltriphenylphosphonium bromide (6.40 g, 12.9 mmol, 1.0 equiv.), n-BuLi (1.6 M in hexanes, 8.0 mL, 12.9 mmol, 1.0 equiv.) and 2-methylundecanal (3.56 g, 19.3 mmol, 1.5 equiv.), and after stirring the mixture at 25° C. for 3 h, 0.94 g (23%) of the title compound as a colorless oil was obtained after purification by flash chromatography on SiO2 (cyclohexane).